Dataset: the Open Reaction Database (ORD), a public repository of structured organic reaction records. Task: describe an organic reaction: reactants, conditions, products, and yield The reactants are O=C(Cc1ccccc1Cl)N1CCC(Cc2cc(O)ccc2Br)CC1, O=C([O-])[O-], CN(C)C=O, CCI, [K+], [K+]. Product: CCOc1ccc(Br)c(CC2CCN(C(=O)Cc3ccccc3Cl)CC2)c1. As a reaction SMILES: [Br:10][c:11]1[c:12]([CH2:13][CH:14]2[CH2:15][CH2:16][N:17]([C:20]([CH2:21][c:22]3[c:23]([Cl:28])[cH:24][cH:25][cH:26][cH:27]3)=[O:29])[CH2:18][CH2:19]2)[cH:30][c:31]([OH:34])[cH:32][cH:33]1.[C:4](=[O:5])([O-:6])[O-:7].[CH3:35][N:36]([CH3:37])[CH:38]=[O:39].[I:1][CH2:2][CH3:3].[K+:8].[K+:9]>>[CH2:2]([CH3:3])[O:34][c:31]1[cH:30][c:12]([CH2:13][CH:14]2[CH2:15][CH2:16][N:17]([C:20]([CH2:21][c:22]3[c:23]([Cl:28])[cH:24][cH:25][cH:26][cH:27]3)=[O:29])[CH2:18][CH2:19]2)[c:11]([Br:10])[cH:33][cH:32]1. Reactants: CC(=O)OC(C)=O, [Na+], [OH-], O, NS(=O)(=O)c1ccc(O)cc1. Yields the product CC(=O)Oc1ccc(S(N)(=O)=O)cc1. As a reaction SMILES: [CH3:14][C:15](=[O:16])[O:17][C:18](=[O:19])[CH3:20].[Na+:2].[OH-:1].[OH2:21].[OH:3][c:4]1[cH:5][cH:6][c:7]([S:10](=[O:11])(=[O:12])[NH2:13])[cH:8][cH:9]1>>[O:3]([c:4]1[cH:5][cH:6][c:7]([S:10](=[O:11])(=[O:12])[NH2:13])[cH:8][cH:9]1)[C:15]([CH3:14])=[O:16]. The reactants are O=CNc1cc(Cl)ccc1CNC1CCC(=O)NC1=O, O. The product is O=C1CCC(N2C=Nc3cc(Cl)ccc3C2)C(=O)N1. Reaction SMILES: [Cl:1][c:2]1[cH:3][cH:4][c:5]([CH2:11][NH:12][CH:13]2[C:14](=[O:20])[NH:15][C:16](=[O:19])[CH2:17][CH2:18]2)[c:6]([NH:8][CH:9]=[O:10])[cH:7]1.[OH2:21]>>[Cl:1][c:2]1[cH:3][cH:4][c:5]2[c:6]([cH:7]1)[N:8]=[CH:9][N:12]([CH:13]1[C:14](=[O:20])[NH:15][C:16](=[O:19])[CH2:17][CH2:18]1)[CH2:11]2. Starting materials: Cc1ccc(N)cc1, C[Al](C)C, COC(=O)c1ccc(C2OCC(SC(C)C(O)(Cn3cncn3)c3ccc(F)cc3F)CO2)cc1. Product: Cc1ccc(NC(=O)c2ccc(C3OCC(SC(C)C(O)(Cn4cncn4)c4ccc(F)cc4F)CO3)cc2)cc1. RXN SMILES: [CH3:1][c:2]1[cH:3][cH:4][c:5]([NH2:6])[cH:7][cH:8]1.[CH3:9][Al:10]([CH3:11])[CH3:12].[F:13][c:14]1[c:15]([C:21]([CH:22]([CH3:23])[S:24][CH:25]2[CH2:26][O:27][CH:28]([c:31]3[cH:32][cH:33][c:34]([C:35](=[O:36])[O:37][CH3:38])[cH:39][cH:40]3)[O:29][CH2:30]2)([CH2:41][n:42]2[n:43][cH:44][n:45][cH:46]2)[OH:47])[cH:16][cH:17][c:18]([F:20])[cH:19]1>>[CH3:1][c:2]1[cH:3][cH:4][c:5]([NH:6][C:35]([c:34]2[cH:33][cH:32][c:31]([CH:28]3[O:27][CH2:26][CH:25]([S:24][CH:22]([C:21]([c:15]4[c:14]([F:13])[cH:19][c:18]([F:20])[cH:17][cH:16]4)([CH2:41][n:42]4[n:43][cH:44][n:45][cH:46]4)[OH:47])[CH3:23])[CH2:30][O:29]3)[cH:40][cH:39]2)=[O:36])[cH:7][cH:8]1. Reactants: CC(C)OC(=O)/N=N/C(=O)OC(C)C (DIAD), C(C)(=O)C1=C(C(N(C1C1CCCCC1)C1=C(C=C(C=C1)Cl)F)=O)O (4-acetyl-1-(4-chloro-2-fluorophenyl)-5-cyclohexyl-3-hydroxy-1,5-dihydro-2H-pyrrol-2-one), C([C@@H](O)C1=CC=CC=C1)(=O)OC (methyl (S)-mandelate), C1(=CC=CC=C1)P(C1=CC=CC=C1)C1=CC=CC=C1 (triphenylphosphine). Solvent: C1CCOC1 (THF). Run at time 12 hour. Yields the product C(C)(=O)C1=C(C(N(C1C1CCCCC1)C1=CC=C(C=C1)Cl)=O)O[C@@H](C(=O)OC)C1=CC=CC=C1 (methyl (2R)-{[4-acetyl-1-(4-chlorophenyl)-5-cyclohexyl-2-oxo-2,5-dihydro-1H-pyrrol-3-yl]oxy}(phenyl)ethanoate). Reaction SMILES: [C:1]([C:4]1[CH:8]([CH:9]2[CH2:14][CH2:13][CH2:12][CH2:11][CH2:10]2)[N:7]([C:15]2[CH:20]=[CH:19][C:18]([Cl:21])=[CH:17][C:16]=2F)[C:6](=[O:23])[C:5]=1[OH:24])(=[O:3])[CH3:2].[C:25]([O:35][CH3:36])(=[O:34])[C@H:26]([C:28]1[CH:33]=[CH:32][CH:31]=[CH:30][CH:29]=1)O.C1(P(C2C=CC=CC=2)C2C=CC=CC=2)C=CC=CC=1.CC(OC(/N=N/C(OC(C)C)=O)=O)C>C1COCC1>[C:1]([C:4]1[CH:8]([CH:9]2[CH2:14][CH2:13][CH2:12][CH2:11][CH2:10]2)[N:7]([C:15]2[CH:20]=[CH:19][C:18]([Cl:21])=[CH:17][CH:16]=2)[C:6](=[O:23])[C:5]=1[O:24][C@H:26]([C:28]1[CH:33]=[CH:32][CH:31]=[CH:30][CH:29]=1)[C:25]([O:35][CH3:36])=[O:34])(=[O:3])[CH3:2]. Procedure details: To a cooled (0° C.) mixture of 4-acetyl-1-(4-chloro-2-fluorophenyl)-5-cyclohexyl-3-hydroxy-1,5-dihydro-2H-pyrrol-2-one (2.05 g, 5.84 mmol), methyl (S)-mandelate (1.36 g, 8.18 mmol) and triphenylphosphine (2.0 g, 7.6 mmol) in THF (50 ml) is added dropwise DIAD (1.6 ml, 7.6 mmol). The reaction is then left to warm to room temperature and is stirred for 12 hours. The solvent is removed under vacuum and the oily residue is plugged through a pad of silica gel (eluent 1/1 hexanes/ethyl acetate). The s... The reactants are BrC=1C=C(C=CC1OC1=C(C=C(C=C1)F)F)CO ((3-bromo-4-(2,4-difluorophenoxy)phenyl)methanol), P(Br)(Br)Br (phosphorus tribromide), C([O-])(O)=O.[Na+] (sodium bicarbonate), ice water. Solvent: ClCCl (dichloromethane). Conditions: time 3 hour. Yields the product BrC1=C(C=CC(=C1)CBr)OC1=C(C=C(C=C1)F)F (2-bromo-4-(bromomethyl)-1-(2,4-difluorophenoxy)benzene). Isolated yield 93.8%. As a reaction SMILES: [Br:1][C:2]1[CH:3]=[C:4]([CH2:17]O)[CH:5]=[CH:6][C:7]=1[O:8][C:9]1[CH:14]=[CH:13][C:12]([F:15])=[CH:11][C:10]=1[F:16].P(Br)(Br)[Br:20].C(=O)(O)[O-].[Na+]>ClCCl>[Br:1][C:2]1[CH:3]=[C:4]([CH2:17][Br:20])[CH:5]=[CH:6][C:7]=1[O:8][C:9]1[CH:14]=[CH:13][C:12]([F:15])=[CH:11][C:10]=1[F:16] |f:2.3|. Reported procedure: To a solution of Example 287b (3.70 g, 11.74 mmol) in dichloromethane (20 mL) was added phosphorus tribromide (1.11 mL, 11.7 mmol) dropwise. The reaction mixture was stirred at ambient temperature for 3 hours, and poured into ice water. The pH was adjusted to basic by the careful addition of saturated aqueous sodium bicarbonate and the mixture was extracted with dichloromethane. The organic layer was washed with saturated aqueous sodium chloride, dried with anhydrous sodium sulfate, filtered, an... Reaction SMILES: [NH:1]1[CH2:8][CH2:7][CH2:6][C@H:2]1[C:3]([OH:5])=O.[NH:9]1[CH2:14][CH2:13][CH2:12][CH2:11][CH2:10]1>>[N:9]1([C:3]([CH:2]2[CH2:6][CH2:7][CH2:8][NH:1]2)=[O:5])[CH2:14][CH2:13][CH2:12][CH2:11][CH2:10]1. The reactants are [ 33 ], N1[C@H](C(=O)O)CCC1 (L-proline), N1CCCCC1 (piperidine). Yields the product N1(CCCCC1)C(=O)C1NCCC1 (2-piperidinocarbonylpyrrolidine). Procedure details: Using analogous procedures to those described in Note [33] immediately above, 1-tert-butoxycarbonyl)-L-proline was reacted with piperidine to give (2S)-1-tert-butoxycarbonyl)-2-piperidinocarbonylpyrrolidine which was deprotected and reacted with 2-bromoethanol. There was thus obtained the required starting material; NMR Spectrum: (CDCl3) 1.5–1.9 (m, 10H), 1.9–2.0 (m, 1H), 2.1–2.2 (m, 1H), 2.4–2.5 (m, 1H), 2.55–2.65 (m, 1H), 2.8–2.9 (m, 1H), 3.3–3.7 (m, 6H), 4.3 (br s, 1H); Mass Spectrum: M+H+ 22...